From a dataset of the Open Reaction Database (ORD), a public repository of structured organic reaction records. describe an organic reaction: reactants, conditions, products, and yield The reactants are CC(C)(C)NS(=O)(=O)c1ncc(-c2ccccc2)s1, CS(=O)(=O)O, ClCCCl. Product: NS(=O)(=O)c1ncc(-c2ccccc2)s1. As a reaction SMILES: [C:1]([CH3:2])([CH3:3])([CH3:4])[NH:5][S:6](=[O:7])(=[O:8])[c:9]1[s:10][c:11](-[c:14]2[cH:15][cH:16][cH:17][cH:18][cH:19]2)[cH:12][n:13]1.[CH3:20][S:21](=[O:22])(=[O:23])[OH:24].[Cl:25][CH2:26][CH2:27][Cl:28]>>[NH2:5][S:6](=[O:7])(=[O:8])[c:9]1[s:10][c:11](-[c:14]2[cH:15][cH:16][cH:17][cH:18][cH:19]2)[cH:12][n:13]1. Conditions: time 1 hour. Reported procedure: To a solution of N-[3-methyl-N-(2,2-diphenylacetyl)-L-phenylalanyl]-S-trityl-L-cysteinamide (0.68 g, 0.95 mmol) in CH2Cl2 (20 mL) is added triethylsilane (0.30 mL, 1.9 mmol), in one portion, followed by dropwise addition of trifluoroacetic acid (10 mL). The yellow solution is stirred at room temperature for 1 hour, after which time solvent is evaporated, and the residue is suspended in water (30 mL), filtered, and the collected solid is washed with water and ether (100 mL each), and dried in vac... Run in C(Cl)Cl (CH2Cl2). Yields the product CC=1C=C(C[C@H](NC(C(C2=CC=CC=C2)C2=CC=CC=C2)=O)C(=O)NC([C@@H](N)CS)=O)C=CC1 (N-[3-methyl-N-(2,2-diphenylacetyl)-L-phenylalanyl]-L-cysteinamide). The reactants are CC=1C=C(C[C@H](NC(C(C2=CC=CC=C2)C2=CC=CC=C2)=O)C(=O)NC([C@@H](N)CSC(C2=CC=CC=C2)(C2=CC=CC=C2)C2=CC=CC=C2)=O)C=CC1 (N-[3-methyl-N-(2,2-diphenylacetyl)-L-phenylalanyl]-S-trityl-L-cysteinamide), C(C)[SiH](CC)CC (triethylsilane), FC(C(=O)O)(F)F (trifluoroacetic acid). As a reaction SMILES: [CH3:1][C:2]1[CH:3]=[C:4]([CH:51]=[CH:52][CH:53]=1)[CH2:5][C@@H:6]([C:23]([NH:25][C:26](=[O:50])[C@H:27]([CH2:29][S:30]C(C1C=CC=CC=1)(C1C=CC=CC=1)C1C=CC=CC=1)[NH2:28])=[O:24])[NH:7][C:8](=[O:22])[CH:9]([C:16]1[CH:21]=[CH:20][CH:19]=[CH:18][CH:17]=1)[C:10]1[CH:15]=[CH:14][CH:13]=[CH:12][CH:11]=1.C([SiH](CC)CC)C.FC(F)(F)C(O)=O>C(Cl)Cl>[CH3:1][C:2]1[CH:3]=[C:4]([CH:51]=[CH:52][CH:53]=1)[CH2:5][C@@H:6]([C:23]([NH:25][C:26](=[O:50])[C@H:27]([CH2:29][SH:30])[NH2:28])=[O:24])[NH:7][C:8](=[O:22])[CH:9]([C:16]1[CH:21]=[CH:20][CH:19]=[CH:18][CH:17]=1)[C:10]1[CH:11]=[CH:12][CH:13]=[CH:14][CH:15]=1. The reactants are 17.9, CN1C=NC=2C(=NC=CC21)SC (1-methyl-4-methylthio-1H-imidazo(4,5-c)pyridine), ClC1=C(CN)C=CC=C1 (o-chlorobenzylamine). Yields the product ClC1=C(CNC2=NC=CC3=C2N=CN3C)C=CC=C1 (4-o-chlorobenzylamino-1-methyl-1H-imidazo(4,5-c)pyridine). As a reaction SMILES: [CH3:1][N:2]1[C:10]2[CH:9]=[CH:8][N:7]=[C:6](SC)[C:5]=2[N:4]=[CH:3]1.[Cl:13][C:14]1[CH:21]=[CH:20][CH:19]=[CH:18][C:15]=1[CH2:16][NH2:17]>>[Cl:13][C:14]1[CH:21]=[CH:20][CH:19]=[CH:18][C:15]=1[CH2:16][NH:17][C:6]1[C:5]2[N:4]=[CH:3][N:2]([CH3:1])[C:10]=2[CH:9]=[CH:8][N:7]=1. Procedure details: A mixture of 17.9 of 1-methyl-4-methylthio-1H-imidazo(4,5-c)pyridine (m.p. 170°-175°) and 28 g of o-chlorobenzylamine is heated to 170°-180° for 20 hours. After cooling and customary working up, 4-o-chlorobenzylamino-1-methyl-1H-imidazo(4,5-c)pyridine of m.p. 173°-176° is obtained. The reactants are CC1(OB(OC1(C)C)C=1C=NN2C1C=NC=C2)C (3-(4,4,5,5-tetramethyl-1,3,2-dioxaborolan-2-yl)pyrazolo[1,5-a]pyrazine), ClC1=CN=CC(=N1)C=1C=NN2C1C=CC=C2 (3-(6-chloropyrazin-2-yl)pyrazolo[1,5-a]pyridine). The product is ClC1=CN=CC(=N1)C=1C=NN2C1C=NC=C2 (3-(6-Chloropyrazin-2-yl)pyrazolo[1,5-a]pyrazine). Isolated yield 28.0%. Reaction SMILES: CC1(C)C(C)(C)OB([C:9]2[CH:10]=[N:11][N:12]3[CH:17]=[CH:16][N:15]=[CH:14][C:13]=23)O1.[Cl:19][C:20]1[N:25]=[C:24](C2C=NN3C=CC=CC=23)[CH:23]=[N:22][CH:21]=1>>[Cl:19][C:20]1[N:25]=[C:24]([C:9]2[CH:10]=[N:11][N:12]3[CH:17]=[CH:16][N:15]=[CH:14][C:13]=23)[CH:23]=[N:22][CH:21]=1. Reported procedure: Obtained as a yellow solid (28% yield, two steps) from 3-(4,4,5,5-tetramethyl-1,3,2-dioxaborolan-2-yl)pyrazolo[1,5-a]pyrazine (Preparation 29a) according to the experimental procedure as described in Preparation 27b followed by purification by flash chromatography (2:8 ethyl acetate/hexane).